describe an organic reaction: reactants, conditions, products, and yield From a dataset of the Open Reaction Database (ORD), a public repository of structured organic reaction records. Starting materials: Brc1csc(Br)n1, CCOc1cc(C=Nc2ccc(C#N)cc2)c(F)c(OC(C)C)c1, C1CCOC1, [Li]CCCC. Yields the product CCOc1cc(CN(c2ccc(C#N)cc2)c2nc(Br)cs2)c(F)c(OC(C)C)c1. Reaction SMILES: [Br:1][c:2]1[s:3][cH:4][c:5]([Br:7])[n:6]1.[CH2:13]([CH3:14])[O:15][c:16]1[cH:17][c:18]([O:33][CH:34]([CH3:35])[CH3:36])[c:19]([F:32])[c:20]([CH:21]=[N:22][c:23]2[cH:24][cH:25][c:26]([C:27]#[N:28])[cH:29][cH:30]2)[cH:31]1.[CH2:37]1[O:38][CH2:39][CH2:40][CH2:41]1.[CH3:8][CH2:9][CH2:10][CH2:11][Li:12]>>[c:2]1([N:22]([CH2:21][c:20]2[c:19]([F:32])[c:18]([O:33][CH:34]([CH3:35])[CH3:36])[cH:17][c:16]([O:15][CH2:13][CH3:14])[cH:31]2)[c:23]2[cH:24][cH:25][c:26]([C:27]#[N:28])[cH:29][cH:30]2)[s:3][cH:4][c:5]([Br:7])[n:6]1. Reactants: N(=[N+]=[N-])C(C)C1C(C=2C(=C3C=C(C(NC3=C(C2)C)=O)C)O1)C (2-(1-Azidoethyl)-3,5,8-trimethyl-2,3,6,7-tetrahydrofuro[2,3-f]quinoline-7-one), [H][H] (hydrogen). Reagents/catalysts: [Pd] (palladium-on-carbon). Solvent: CO (methanol), O1CCCC1 (tetrahydrofuran), CN(C=O)C (dimethylformamide). Yields the product NC(C)C1C(C=2C(=C3C=C(C(NC3=C(C2)C)=O)C)O1)C (2-(1-Aminoethyl)-3,5,8-trimethyl-2,3,6,7-tetrahydrofuro[2,3-f]quinoline-7-one). The yield is 65.6%. RXN SMILES: [N:1]([CH:4]([CH:6]1[O:21][C:9]2=[C:10]3[C:15](=[C:16]([CH3:18])[CH:17]=[C:8]2[CH:7]1[CH3:22])[NH:14][C:13](=[O:19])[C:12]([CH3:20])=[CH:11]3)[CH3:5])=[N+]=[N-].[H][H]>CO.O1CCCC1.CN(C)C=O.[Pd]>[NH2:1][CH:4]([CH:6]1[O:21][C:9]2=[C:10]3[C:15](=[C:16]([CH3:18])[CH:17]=[C:8]2[CH:7]1[CH3:22])[NH:14][C:13](=[O:19])[C:12]([CH3:20])=[CH:11]3)[CH3:5]. Procedure details: The compound obtained in Example 290 (2.08 g, 7.0 mmol) was dissolved in a mixture of methanol (30 ml), tetrahydrofuran (30 ml) and dimethylformamide (30 ml). To the obtained solution, 10% palladium-on-carbon (0.70 g) was added, and allowed to react at ambient temperature for 4 hours in the stream of hydrogen gas. The insoluble matter was removed by filtration, and the solvent was distilled off under reduced pressure. The residue was purified by silica gel column chromatography (benzene:methanol... Reactants: N1(C=NC=C1)C=1SC=C(N1)C(=O)OCC (ethyl 2-imidazol-1-yl-thiazole-4-carboxylate), C(C)(=O)OC(C)(C)C.[Li] (lithium tert.-butyl acetate). The product is C(C)(C)(C)OC(CC(=O)C=1N=C(SC1)N1C=NC=C1)=O (3-(2-Imidazol-1-yl-thiazol-4-yl)-3-oxo-propionic acid tert.-butyl ester). RXN SMILES: [N:1]1([C:6]2[S:7][CH:8]=[C:9]([C:11]([O:13]CC)=O)[N:10]=2)[CH:5]=[CH:4][N:3]=[CH:2]1.[C:16]([O:19][C:20]([CH3:23])([CH3:22])[CH3:21])(=[O:18])[CH3:17].[Li]>>[C:20]([O:19][C:16](=[O:18])[CH2:17][C:11]([C:9]1[N:10]=[C:6]([N:1]2[CH:5]=[CH:4][N:3]=[CH:2]2)[S:7][CH:8]=1)=[O:13])([CH3:23])([CH3:22])[CH3:21] |f:1.2,^1:23|. Reported procedure: Prepared from ethyl 2-imidazol-1-yl-thiazole-4-carboxylate [CAS-No. 256420-32-3] by treatment with lithium tert.-butyl acetate according to general procedure H (method b). Obtained as an orange oil (12.0 g).